This data is from the Open Reaction Database (ORD), a public repository of structured organic reaction records. The task is: describe an organic reaction: reactants, conditions, products, and yield Starting materials: C1CCNC1, Cc1ccc(S(=O)(=O)OCC2COc3c(Cl)cc(S(C)(=O)=O)cc3O2)cc1. Product: CS(=O)(=O)c1cc(Cl)c2c(c1)OC(CN1CCCC1)CO2. RXN SMILES: [CH2:28]1[CH2:29][CH2:30][NH:31][CH2:32]1.[CH3:1][c:2]1[cH:3][cH:4][c:5]([S:6]([O:7][CH2:12][CH:13]2[CH2:14][O:15][c:16]3[c:17]([cH:19][c:20]([S:24](=[O:25])(=[O:26])[CH3:27])[cH:21][c:22]3[Cl:23])[O:18]2)(=[O:8])=[O:9])[cH:10][cH:11]1>>[CH2:12]([CH:13]1[CH2:14][O:15][c:16]2[c:17]([cH:19][c:20]([S:24](=[O:25])(=[O:26])[CH3:27])[cH:21][c:22]2[Cl:23])[O:18]1)[N:31]1[CH2:30][CH2:29][CH2:28][CH2:32]1. Reaction SMILES: [Cl:1][CH2:2][CH:3]1[CH2:4][N:5]([CH3:9])[CH2:6][CH2:7][CH2:8]1.[ClH:20].[F:11][c:12]1[cH:13][cH:14][c:15]([C:16]#[N:17])[cH:18][cH:19]1.[Mg:10].[O:21]1[CH2:22][CH2:23][CH2:24][CH2:25]1.[OH2:26]>>[CH2:2]([CH:3]1[CH2:4][N:5]([CH3:9])[CH2:6][CH2:7][CH2:8]1)[C:16]([c:15]1[cH:14][cH:13][c:12]([F:11])[cH:19][cH:18]1)=[O:21]. Yields the product CN1CCCC(CC(=O)c2ccc(F)cc2)C1. Reactants: CN1CCCC(CCl)C1, Cl, N#Cc1ccc(F)cc1, [Mg], C1CCOC1, O. Reactants: NCCC1N(CCC1)C (2-(2-aminoethyl)-1-methylpyrrolidine), [OH-].[Na+] (NaOH), C1(=CC=CC=C1)C (toluene), C(C)OC(CCCCCCC\C=C/C\C=C/CCCCC)=O (linoleic acid ethyl ester). Solvent: C(C)(=O)OCC (ethyl acetate), O (water). Run at time 20 minute. Product: CN1C(CCC1)CCNC(CCCCCCC\C=C/C\C=C/CCCCC)=O ((9Z,12Z)-N-[2-(1-methylpyrrolidin-2-yl)ethyl]linoleamide). The yield is 44.9%. As a reaction SMILES: [NH2:1][CH2:2][CH2:3][CH:4]1[CH2:8][CH2:7][CH2:6][N:5]1[CH3:9].C1(C)C=CC=CC=1.C([O:19][C:20](=O)[CH2:21][CH2:22][CH2:23][CH2:24][CH2:25][CH2:26][CH2:27]/[CH:28]=[CH:29]\[CH2:30]/[CH:31]=[CH:32]\[CH2:33][CH2:34][CH2:35][CH2:36][CH3:37])C.[OH-].[Na+]>C(OCC)(=O)C.O>[CH3:9][N:5]1[CH2:6][CH2:7][CH2:8][CH:4]1[CH2:3][CH2:2][NH:1][C:20](=[O:19])[CH2:21][CH2:22][CH2:23][CH2:24][CH2:25][CH2:26][CH2:27]/[CH:28]=[CH:29]\[CH2:30]/[CH:31]=[CH:32]\[CH2:33][CH2:34][CH2:35][CH2:36][CH3:37] |f:3.4|. Procedure details: Toluene (0.7 ml), dried using MS 4A, was mixed with 0.83 ml of a n-hexane solution of 15% Me3Al. With the mixture being cooled in an ice-methanol bath, 0.14 ml (0.98 mmol) of 2-(2-aminoethyl)-1-methylpyrrolidine was added dropwise over about 2 minutes. After stirring for 20 minutes, the temperature was raised to room temperature, and 0.4 ml of a toluene solution of 0.2 g (0.65 mmol) of linoleic acid ethyl ester was added dropwise over 1 minute. After stirring for 2 hours at 70° C., the mixture w... The reactants are C1(=CC=CC=C1)CCOC1=NC(=C2N=C(N(C2=N1)CC)Br)N (2-(2-phenylethoxy)-8-bromo-9-ethyl-9H-purin-6-ylamine), [OH-].[Na+] (NaOH), C(C)O (ethanol). Procedure: To a suspension of 2-(2-phenylethoxy)-8-bromo-9-ethyl-9H-purin-6-ylamine (145 mg, 0.4 mmol) and dry NaOH (80 mg, 2.0 mmol) was added ethanol (25 mL). This mixture was heated at 85° C. for 7 hours. The solvent was removed under reduced pressure and the residue was neutralized with 2N HCl and extracted with CHCl3. The organic layer was dried (Na2SO4) and concentrated in vacuo. The residue was recrystallized from acetonitrile to give 2-(2-phenylethoxy)-8-ethoxy-9-ethyl-9H-purin-6-ylamine (68 mg, 52... Reaction SMILES: [C:1]1([CH2:7][CH2:8][O:9][C:10]2[N:18]=[C:17]3[C:13]([N:14]=[C:15](Br)[N:16]3[CH2:19][CH3:20])=[C:12]([NH2:22])[N:11]=2)[CH:6]=[CH:5][CH:4]=[CH:3][CH:2]=1.[OH-].[Na+].[CH2:25]([OH:27])[CH3:26]>>[C:1]1([CH2:7][CH2:8][O:9][C:10]2[N:18]=[C:17]3[C:13]([N:14]=[C:15]([O:27][CH2:25][CH3:26])[N:16]3[CH2:19][CH3:20])=[C:12]([NH2:22])[N:11]=2)[CH:6]=[CH:5][CH:4]=[CH:3][CH:2]=1 |f:1.2|. The yield is 52.0%. Reaction conditions: temperature 85 celsius. Yields the product C1(=CC=CC=C1)CCOC1=NC(=C2N=C(N(C2=N1)CC)OCC)N (2-(2-phenylethoxy)-8-ethoxy-9-ethyl-9H-purin-6-ylamine). The reactants are resultant mixture, C(C)(=O)[O-].[NH4+] (ammonium acetate), C(#N)[BH3-].[Na+] (sodium cyanoborohydride), C(#N)C1=CC=C(OCC(C)=O)C=C1 (4-cyanophenoxyacetone). The solvent is CO (methanol). Yields the product C(#N)C1=CC=C(OCC(C)N)C=C1 (2-(4-cyanophenoxy)-1-methylethylamine). The yield is 27.8%. Reaction SMILES: C([O-])(=O)C.[NH4+].C([BH3-])#[N:7].[Na+].[C:10]([C:12]1[CH:22]=[CH:21][C:15]([O:16][CH2:17][C:18](=O)[CH3:19])=[CH:14][CH:13]=1)#[N:11]>CO>[C:10]([C:12]1[CH:22]=[CH:21][C:15]([O:16][CH2:17][CH:18]([NH2:7])[CH3:19])=[CH:14][CH:13]=1)#[N:11] |f:0.1,2.3|. Procedure details: 293 g of ammonium acetate and 16.7 g of sodium cyanoborohydride were added to a solution containing 66.5 g of 4-cyanophenoxyacetone dissolved in 1500 mL of methanol, and the resultant mixture was stirred for 30 hours at room temperature. The reaction mixture was then concentrated under reduced pressure, and acidified with concentrated hydrochloric acid. 500 mL of diethyl ether and 300 mL of water were then added thereto. Subsequently, the resultant water layer was made basic with a 5% aqueous so... Starting materials: O=C(O)CCC(O)=NBr, CCOc1cc(C#N)ccc1C, CCCCCC, ClCCCl, CC(C)(C#N)N=NC(C)(C)C#N. Yields the product CCOc1cc(C#N)ccc1CBr. RXN SMILES: [Br:29][N:30]=[C:31]([OH:32])[CH2:33][CH2:34][C:35]([OH:36])=[O:37].[C:1](#[N:2])[c:3]1[cH:4][c:5]([O:10][CH2:11][CH3:12])[c:6]([CH3:9])[cH:7][cH:8]1.[CH3:38][CH2:39][CH2:40][CH2:41][CH2:42][CH3:43].[Cl:13][CH2:14][CH2:15][Cl:16].[N:17]([C:18]([CH3:19])([CH3:20])[C:21]#[N:22])=[N:23][C:24]([CH3:25])([CH3:26])[C:27]#[N:28]>>[C:1](#[N:2])[c:3]1[cH:4][c:5]([O:10][CH2:11][CH3:12])[c:6]([CH2:9][Br:29])[cH:7][cH:8]1.